Dataset: the Open Reaction Database (ORD), a public repository of structured organic reaction records. Task: describe an organic reaction: reactants, conditions, products, and yield The reactants are COC(=O)Cl, [K+], [K+], NCCCCCCO, O=C([O-])[O-], O. The product is COC(=O)NCCCCCCO. As a reaction SMILES: [CH3:15][O:16][C:17](=[O:18])[Cl:19].[K+:10].[K+:9].[NH2:1][CH2:2][CH2:3][CH2:4][CH2:5][CH2:6][CH2:7][OH:8].[O-:11][C:12]([O-:13])=[O:14].[OH2:20]>>[NH:1]([CH2:2][CH2:3][CH2:4][CH2:5][CH2:6][CH2:7][OH:8])[C:17]([O:16][CH3:15])=[O:18]. The reactants are Oc1ncnc(C(F)(F)F)c1Br, ClC(Cl)Cl, O, O=P(Cl)(Cl)Cl. The product is FC(F)(F)c1ncnc(Cl)c1Br. As a reaction SMILES: [Br:1][c:2]1[c:3]([OH:12])[n:4][cH:5][n:6][c:7]1[C:8]([F:9])([F:10])[F:11].[CH:19]([Cl:20])([Cl:21])[Cl:22].[OH2:18].[P:13]([Cl:14])([Cl:15])([Cl:16])=[O:17]>>[Br:1][c:2]1[c:3]([Cl:15])[n:4][cH:5][n:6][c:7]1[C:8]([F:9])([F:10])[F:11]. Starting materials: 1.2, C([O-])([O-])=O.[K+].[K+] (potassium carbonate), C[Si](C#CC(=O)C1=CN(C2=C1C=NC=C2)C(=O)OC(C)(C)C)(C)C (tert-butyl 3-(3-trimethylsilylpropynoyl)pyrrolo-[3,2-c]pyridine-1-carboxylate), C(O)(O)=O.C1(=CC=CC=C1)NC(=N)N (phenylguanidine carbonate), O (water). Solvent: COCCO (ethylene glycol monomethyl ether). Conditions: temperature 40 celsius, time 1 hour. Yields the product C1(=CC=CC=C1)NC1=NC=CC(=N1)C1=CNC2=C1C=NC=C2 (phenyl[4-(1H-pyrrolo[3,2-c]pyridin-3-yl)pyrimidin-2-yl]-amine). RXN SMILES: C(=O)([O-])[O-].[K+].[K+].C[Si](C)(C)[C:9]#[C:10][C:11]([C:13]1[C:17]2[CH:18]=[N:19][CH:20]=[CH:21][C:16]=2[N:15](C(OC(C)(C)C)=O)[CH:14]=1)=O.C(=O)(O)O.[C:35]1([NH:41][C:42]([NH2:44])=[NH:43])[CH:40]=[CH:39][CH:38]=[CH:37][CH:36]=1.O>COCCO>[C:35]1([NH:41][C:42]2[N:44]=[C:11]([C:13]3[C:17]4[CH:18]=[N:19][CH:20]=[CH:21][C:16]=4[NH:15][CH:14]=3)[CH:10]=[CH:9][N:43]=2)[CH:40]=[CH:39][CH:38]=[CH:37][CH:36]=1 |f:0.1.2,4.5|. Procedure details: 1.2 104 mg (0.75 mmol) of potassium carbonate are added to a solution of 103 mg (0.30 mmol of tert-butyl 3-(3-trimethylsilylpropynoyl)pyrrolo-[3,2-c]pyridine-1-carboxylate and 148 mg (0.75 mmol) of phenylguanidine carbonate in 1.5 ml of ethylene glycol monomethyl ether, and the mixture is heated at the boil for 68 hours. After cooling, 10 ml of water are added, and the mixture is stirred at 40° C. for 1 h. The precipitate formed is filtered off with suction, washed with water and dried in vacuo,... The reactants are Cc1cc(C#N)cnc1C(=O)OC(C)(C)C, COc1cccc(OC)c1, Cc1ccccc1, O=C(O)C(F)(F)F. Yields the product Cc1cc(C#N)cnc1C(=O)O. RXN SMILES: [C:1]([CH3:2])([CH3:3])([CH3:4])[O:5][C:6](=[O:7])[c:8]1[n:9][cH:10][c:11]([C:15]#[N:16])[cH:12][c:13]1[CH3:14].[CH3:17][O:18][c:19]1[cH:20][cH:21][cH:22][c:23]([O:24][CH3:25])[cH:26]1.[CH3:34][c:35]1[cH:36][cH:37][cH:38][cH:39][cH:40]1.[F:27][C:28]([F:29])([F:30])[C:31]([OH:32])=[O:33]>>[O:5]=[C:6]([OH:7])[c:8]1[n:9][cH:10][c:11]([C:15]#[N:16])[cH:12][c:13]1[CH3:14]. Reactants: O1N=C(C=C1)C1=C2C=3[C@H](CNC3C=C1)C[C@@H](C2)N(CCC)CCC ((-)(2aR,4S)-6-(3-isoxazolyl)-4-(di-n-propylamino)-1,2,2a,3,4,5-hexahydrobenz[cd]indole), ClCl (Cl2). Reagents/catalysts: O=[Mn]=O (MnO2). Reaction conditions: time 4 hour. Yields the product O1N=C(C=C1)C1=C2C=3C(=CNC3C=C1)C[C@@H](C2)N(CCC)CCC ((-)(4R)-6-(3-isoxazolyl)-4-(di-n-propylamino)-1,3,4,5-tetrahydrobenz[cd]indole). Yield: 14.2%. As a reaction SMILES: [O:1]1[CH:5]=[CH:4][C:3]([C:6]2[CH:14]=[CH:13][C:12]3[NH:11][CH2:10][C@@H:9]4[CH2:15][C@H:16]([N:18]([CH2:22][CH2:23][CH3:24])[CH2:19][CH2:20][CH3:21])[CH2:17][C:7]=2[C:8]=34)=[N:2]1.ClCl>O=[Mn]=O>[O:1]1[CH:5]=[CH:4][C:3]([C:6]2[CH:14]=[CH:13][C:12]3[NH:11][CH:10]=[C:9]4[CH2:15][C@H:16]([N:18]([CH2:22][CH2:23][CH3:24])[CH2:19][CH2:20][CH3:21])[CH2:17][C:7]=2[C:8]=34)=[N:2]1. Procedure: A mixture of (-)(2aR,4S)-6-(3-isoxazolyl)-4-(di-n-propylamino)-1,2,2a,3,4,5-hexahydrobenz[cd]indole (400 mg, 1.2 mmol) and 1 g of MnO2 in 100 ml of CH2 Cl2 was sonicated at 50-55 KHz for four hours. The reaction mixture was warmed to reflux during the time period. After four hours, the reaction mixture was filtered through a celite pad and the filtrate was concentrated to dryness in vacuo. The resulting residue was chromatographed (flash column, silica gel, EtOAc) to provide 55 mg of title produ...